Dataset: the Open Reaction Database (ORD), a public repository of structured organic reaction records. Task: describe an organic reaction: reactants, conditions, products, and yield Reaction SMILES: [CH3:29][S:30](=[O:31])(=[O:32])[OH:33].[Cl:1][c:2]1[cH:3][cH:4][c:5]2[c:6](=[O:27])[c:7]3[c:8]([nH:9][c:10]2[cH:11]1)[c:12]([OH:26])[n:13][n:14](-[c:17]1[cH:18][c:19]([Cl:25])[c:20]([O:23][CH3:24])[cH:21][cH:22]1)[c:15]3=[O:16].[OH2:28]>>[Cl:1][c:2]1[cH:3][cH:4][c:5]2[c:6](=[O:27])[c:7]3[c:8]([nH:9][c:10]2[cH:11]1)[c:12]([OH:26])[n:13][n:14](-[c:17]1[cH:18][c:19]([Cl:25])[c:20]([OH:23])[cH:21][cH:22]1)[c:15]3=[O:16]. The reactants are CS(=O)(=O)O, COc1ccc(-n2nc(O)c3[nH]c4cc(Cl)ccc4c(=O)c3c2=O)cc1Cl, O. Yields the product O=c1c2ccc(Cl)cc2[nH]c2c(O)nn(-c3ccc(O)c(Cl)c3)c(=O)c12.